This data is from the Open Reaction Database (ORD), a public repository of structured organic reaction records. The task is: describe an organic reaction: reactants, conditions, products, and yield Reactants: CCO, CCOC(=O)c1cc(C=O)c(C)[nH]1, Cl, NO, CN(C)C=O, O=S(Cl)Cl. Reaction SMILES: [CH3:17][CH2:18][OH:19].[CH:1](=[O:2])[c:3]1[cH:4][c:5]([C:9](=[O:10])[O:11][CH2:12][CH3:13])[nH:6][c:7]1[CH3:8].[ClH:14].[NH2:15][OH:16].[O:20]=[CH:21][N:22]([CH3:23])[CH3:24].[S:25]([Cl:26])([Cl:27])=[O:28]>>[C:1]([c:3]1[cH:4][c:5]([C:9](=[O:10])[O:11][CH2:12][CH3:13])[nH:6][c:7]1[CH3:8])#[N:15]. The product is CCOC(=O)c1cc(C#N)c(C)[nH]1. Reactants: C1CCOC1, COC(=O)COc1ccccc1C1SC(c2ccc(F)cc2)=NN1C(=O)c1c(F)cc(F)cc1F, CO, CCOC(C)=O, [Li+], [OH-], O. Yields the product O=C(O)COc1ccccc1C1SC(c2ccc(F)cc2)=NN1C(=O)c1c(F)cc(F)cc1F. Reaction SMILES: [CH2:36]1[O:37][CH2:38][CH2:39][CH2:40]1.[CH3:1][O:2][C:3]([CH2:4][O:5][c:6]1[c:7]([CH:12]2[S:13][C:14]([c:28]3[cH:29][cH:30][c:31]([F:34])[cH:32][cH:33]3)=[N:15][N:16]2[C:17]([c:18]2[c:19]([F:26])[cH:20][c:21]([F:25])[cH:22][c:23]2[F:24])=[O:27])[cH:8][cH:9][cH:10][cH:11]1)=[O:35].[CH3:41][OH:42].[CH3:45][CH2:46][O:47][C:48](=[O:49])[CH3:50].[Li+:44].[OH-:43].[OH2:51]>>[O:2]=[C:3]([CH2:4][O:5][c:6]1[c:7]([CH:12]2[S:13][C:14]([c:28]3[cH:29][cH:30][c:31]([F:34])[cH:32][cH:33]3)=[N:15][N:16]2[C:17]([c:18]2[c:19]([F:26])[cH:20][c:21]([F:25])[cH:22][c:23]2[F:24])=[O:27])[cH:8][cH:9][cH:10][cH:11]1)[OH:35].